The task is: describe an organic reaction: reactants, conditions, products, and yield. This data is from the Open Reaction Database (ORD), a public repository of structured organic reaction records. Reactants: C(C1=CC=CC=C1)N1CCC(CC1)N(C(COCCCCO)=O)C(C)C (N-(1-benzylpiperidin-4-yl)-N-isopropyl 2-(4-hydroxybut-1-oxy)acetamide), [H-].[Al+3].[Li+].[H-].[H-].[H-] (lithium aluminum hydride). Solvent: C1CCOC1 (THF), C1CCOC1 (THF). Run at time 8 hour. Product: OCCCCOCCN(C(C)C)C1CCN(CC1)CC1=CC=CC=C1 (4-[N-(7-Hydroxy-3-oxahept-1-yl)-N-(isopropyl)amino]-1-benzylpiperidine). Isolated yield 81.9%. As a reaction SMILES: [CH2:1]([N:8]1[CH2:13][CH2:12][CH:11]([N:14]([CH:24]([CH3:26])[CH3:25])[C:15](=O)[CH2:16][O:17][CH2:18][CH2:19][CH2:20][CH2:21][OH:22])[CH2:10][CH2:9]1)[C:2]1[CH:7]=[CH:6][CH:5]=[CH:4][CH:3]=1.[H-].[Al+3].[Li+].[H-].[H-].[H-]>C1COCC1>[OH:22][CH2:21][CH2:20][CH2:19][CH2:18][O:17][CH2:16][CH2:15][N:14]([CH:11]1[CH2:10][CH2:9][N:8]([CH2:1][C:2]2[CH:7]=[CH:6][CH:5]=[CH:4][CH:3]=2)[CH2:13][CH2:12]1)[CH:24]([CH3:26])[CH3:25] |f:1.2.3.4.5.6|. Procedure: To a solution of N-(1-benzylpiperidin-4-yl)-N-isopropyl 2-(4-hydroxybut-1-oxy)acetamide (4.7 g, 13 mmol) in THF (30 mL) was slowly added 1 M lithium aluminum hydride in THF (20 mL, 19.5 mmol) at 0° C. The reaction mixture was stirred at room temperature overnight and then quenched by slow addition of 15% aqueous sodium hydroxide at 0° C. until no gas formation was observed. After stirring for 10 minutes at room temperature, a solid formed and the reaction mixture was filtered and the precipitate... The reactants are C(CCC)[Li] (n-butyllithium), BrC=1C=C(C(C2=CC=C(C=C2)Cl)N2CCN(CC2)C)C=CC1 (1-(3-Bromo-4'-chlorobenzhydryl)-4-methylpiperazine), Cl (Hydrochloric acid), CN(C=O)C (N,N-Dimethylformamide). The solvent is CCCCCC (hexane), O1CCCC1 (tetrahydrofuran). Reaction conditions: temperature -78 celsius. Yields the product ClC1=CC=C(C(C2=CC(=CC=C2)C=O)N2CCN(CC2)C)C=C1 (1-(4-chloro-3'-formylbenzhydryl)-4-methylpiperazine). As a reaction SMILES: Br[C:2]1[CH:3]=[C:4]([CH:20]=[CH:21][CH:22]=1)[CH:5]([N:13]1[CH2:18][CH2:17][N:16]([CH3:19])[CH2:15][CH2:14]1)[C:6]1[CH:11]=[CH:10][C:9]([Cl:12])=[CH:8][CH:7]=1.C([Li])CCC.CN(C)[CH:30]=[O:31].Cl>O1CCCC1.CCCCCC>[Cl:12][C:9]1[CH:10]=[CH:11][C:6]([CH:5]([N:13]2[CH2:18][CH2:17][N:16]([CH3:19])[CH2:15][CH2:14]2)[C:4]2[CH:20]=[CH:21][CH:22]=[C:2]([CH:30]=[O:31])[CH:3]=2)=[CH:7][CH:8]=1. Procedure: 1-(3-Bromo-4'-chlorobenzhydryl)-4-methylpiperazine (see U.S. Pat. No. 4,757,074) (1.00 g, 2.63 mmole) was dissolved in 12 ml of dry tetrahydrofuran under nitrogen and cooled to -78° C. A solution of 1.1 M n-butyllithium in hexane (2.4 ml) was added dropwise and the reaction was stirred for ten minutes. N,N-Dimethylformamide (0.25 ml, 3.2 mmole) was added in one portion and the reaction was allowed to warm to -40° C. Hydrochloric acid (1.0 M, 20 ml) was added and the reaction was warmed to room t... The reactants are CCN=C=NCCCN(C)C, CNc1nc(N2CCC(C(=O)O)CC2)nc(N2CCN(C)CC2)n1, CN(C)c1ccncc1, ClCCl, Cl, O=C(O)C(F)(F)F, NCc1ccccc1C(F)(F)F. Product: CNc1nc(N2CCC(C(=O)NCc3ccccc3C(F)(F)F)CC2)nc(N2CCN(C)CC2)n1. As a reaction SMILES: [CH2:45]([N:46]=[C:47]=[N:48][CH2:49][CH2:50][CH2:51][N:52]([CH3:53])[CH3:54])[CH3:55].[CH3:1][NH:2][c:3]1[n:4][c:5]([N:16]2[CH2:17][CH2:18][CH:19]([C:22](=[O:23])[OH:24])[CH2:20][CH2:21]2)[n:6][c:7]([N:9]2[CH2:10][CH2:11][N:12]([CH3:15])[CH2:13][CH2:14]2)[n:8]1.[CH3:56][N:57]([c:58]1[cH:59][cH:60][n:61][cH:62][cH:63]1)[CH3:64].[Cl:65][CH2:66][Cl:67].[ClH:44].[F:25][C:26]([F:27])([F:28])[C:29]([OH:30])=[O:31].[F:32][C:33]([c:34]1[c:35]([CH2:36][NH2:37])[cH:38][cH:39][cH:40][cH:41]1)([F:42])[F:43]>>[CH3:1][NH:2][c:3]1[n:4][c:5]([N:16]2[CH2:17][CH2:18][CH:19]([C:22](=[O:23])[NH:37][CH2:36][c:35]3[c:34]([C:33]([F:32])([F:42])[F:43])[cH:41][cH:40][cH:39][cH:38]3)[CH2:20][CH2:21]2)[n:6][c:7]([N:9]2[CH2:10][CH2:11][N:12]([CH3:15])[CH2:13][CH2:14]2)[n:8]1. The reactants are CO, COc1cccc(C(=O)O)c1C, C[Si](C)(C)Cl, C1CCOC1. Yields the product COc1cccc(CO)c1C. Reaction SMILES: [CH3:18][OH:19].[CH3:6][O:7][c:8]1[c:9]([CH3:17])[c:10]([C:11](=[O:12])[OH:13])[cH:14][cH:15][cH:16]1.[Cl:1][Si:2]([CH3:3])([CH3:4])[CH3:5].[O:20]1[CH2:21][CH2:22][CH2:23][CH2:24]1>>[CH3:6][O:7][c:8]1[c:9]([CH3:17])[c:10]([CH2:11][OH:12])[cH:14][cH:15][cH:16]1.